This data is from the Open Reaction Database (ORD), a public repository of structured organic reaction records. The task is: describe an organic reaction: reactants, conditions, products, and yield Starting materials: [N+](=O)([O-])C1=C(CN2C(N(CC2)[C@H](C(=O)N[C@H]([C@H](C[C@H](CC2=CC=C(C=C2)C2=NC=CC=C2)NC(=O)[C@H](C(C)(C)C)NC(OC)=O)O)CC2=CC=CC=C2)C(C)(C)C)=O)C=CC=C1C (methyl(1S)-1-({[(1 S,3S,4S)-4-({(2S)-2-[3-(2-nitro-3-methylbenzyl)-2-oxoimidazolidin-1-yl]-3,3-dimethylbutanoyl}amino)-3-hydroxy-5-phenyl-1-(4-pyridin-2-ylbenzyl)pentyl]amino}carbonyl)-2,2-dimethylpropylcarbamate), [H][H] (hydrogen). Reagents/catalysts: [Pd] (Pd/C). Solvent: C(C)O (ethanol). Product: NC1=C(CN2C(N(CC2)[C@H](C(=O)N[C@H]([C@H](C[C@H](CC2=CC=C(C=C2)C2=NC=CC=C2)NC(=O)[C@H](C(C)(C)C)NC(OC)=O)O)CC2=CC=CC=C2)C(C)(C)C)=O)C=CC=C1C (methyl(1S)-1-({[(1S,3S,4S)-4-({(2S)-2-[3-(2-amino-3-methylbenzyl)-2-oxoimidazolidin-1-yl]-3,3-dimethylbutanoyl}amino)-3-hydroxy-5-phenyl-1-(4-pyridin-2-ylbenzyl)pentyl]amino}carbonyl)-2,2-dimethylpropylcarbamate). Isolated yield 82.6%. RXN SMILES: [N+:1]([C:4]1[C:62]([CH3:63])=[CH:61][CH:60]=[CH:59][C:5]=1[CH2:6][N:7]1[CH2:11][CH2:10][N:9]([C@@H:12]([C:54]([CH3:57])([CH3:56])[CH3:55])[C:13]([NH:15][C@@H:16]([CH2:47][C:48]2[CH:53]=[CH:52][CH:51]=[CH:50][CH:49]=2)[C@@H:17]([OH:46])[CH2:18][C@@H:19]([NH:33][C:34]([C@@H:36]([NH:41][C:42](=[O:45])[O:43][CH3:44])[C:37]([CH3:40])([CH3:39])[CH3:38])=[O:35])[CH2:20][C:21]2[CH:26]=[CH:25][C:24]([C:27]3[CH:32]=[CH:31][CH:30]=[CH:29][N:28]=3)=[CH:23][CH:22]=2)=[O:14])[C:8]1=[O:58])([O-])=O.[H][H]>C(O)C.[Pd]>[NH2:1][C:4]1[C:62]([CH3:63])=[CH:61][CH:60]=[CH:59][C:5]=1[CH2:6][N:7]1[CH2:11][CH2:10][N:9]([C@@H:12]([C:54]([CH3:55])([CH3:56])[CH3:57])[C:13]([NH:15][C@@H:16]([CH2:47][C:48]2[CH:53]=[CH:52][CH:51]=[CH:50][CH:49]=2)[C@@H:17]([OH:46])[CH2:18][C@@H:19]([NH:33][C:34]([C@@H:36]([NH:41][C:42](=[O:45])[O:43][CH3:44])[C:37]([CH3:39])([CH3:38])[CH3:40])=[O:35])[CH2:20][C:21]2[CH:26]=[CH:25][C:24]([C:27]3[CH:32]=[CH:31][CH:30]=[CH:29][N:28]=3)=[CH:23][CH:22]=2)=[O:14])[C:8]1=[O:58]. Procedure: A solution of Example 141E (64 mg, 0.074 mmol) in ethanol (2 mL) was treated with 10% Pd/C (23.6 mg, 0.022 mmol) with a hydrogen balloon at 25° C. for 16 h. The catalyst was filtered through Celite®, rinsed with ethanol, and the solvents were evaporated. The crude residue was purified using reverse phase chromatography eluting with a gradient of 95% water (0.1% trifluoroacetic acid)/5% acetonitrile to 100% acetonitrile to give the title compound (0.051 g, 83%). 1H NMR (300 MHz, DMSO-d6) δ ppm 0.... Starting materials: ClC=1C(=CC(=C2C=CCOC12)C1O[C@@H]([C@H]([C@@H]([C@H]1OCC1=CC=CC=C1)OCC1=CC=CC=C1)OCC1=CC=CC=C1)COCC1=CC=CC=C1)CC1=CC=C(C=C1)CC (8-Chloro-7-(4-ethylbenzyl)-5-((3S,4R,5R,6R)-3,4,5-tris(benzyloxy)-6-(benzyloxymethyl)tetrahydro-2H-pyran-2-yl)-2H-chromene). Reagents/catalysts: [Pd] (Pd/C). Solvent: C1CCOC1 (THF), CO (MeOH). Reaction conditions: time 6 hour. The product is ClC=1C(=CC(=C2CCCOC12)[C@@H]1O[C@@H]([C@H]([C@@H]([C@H]1O)O)O)CO)CC1=CC=C(C=C1)CC ((2S,3R,4R,5S,6R)-2-(8-Chloro-7-(4-ethylbenzyl)chroman-5-yl)-6-(hydroxymethyl)tetrahydro-2H-pyran-3,4,5-triol). Reaction SMILES: [Cl:1][C:2]1[C:3]([CH2:51][C:52]2[CH:57]=[CH:56][C:55]([CH2:58][CH3:59])=[CH:54][CH:53]=2)=[CH:4][C:5]([CH:12]2[C@H:17]([O:18]CC3C=CC=CC=3)[C@@H:16]([O:26]CC3C=CC=CC=3)[C@H:15]([O:34]CC3C=CC=CC=3)[C@@H:14]([CH2:42][O:43]CC3C=CC=CC=3)[O:13]2)=[C:6]2[C:11]=1[O:10][CH2:9][CH:8]=[CH:7]2>C1COCC1.CO.[Pd]>[Cl:1][C:2]1[C:3]([CH2:51][C:52]2[CH:53]=[CH:54][C:55]([CH2:58][CH3:59])=[CH:56][CH:57]=2)=[CH:4][C:5]([C@H:12]2[C@H:17]([OH:18])[C@@H:16]([OH:26])[C@H:15]([OH:34])[C@@H:14]([CH2:42][OH:43])[O:13]2)=[C:6]2[C:11]=1[O:10][CH2:9][CH2:8][CH2:7]2. Procedure details: A suspension of 84 (170 mg, 0.21 mmol) and Pd/C (10 wt. %, 25.5 mg) in THF (2.0 mL) and MeOH (1.0 mL) was stirred at room temperature for 6 hours under atmosphere of H2. The mixture was filtered through a Celite pad and concentrated in vacuo. The residue was purified by a prep HPLC to provide the product E023 (28 mg, 28%) as a white solid. The reactants are COCCC1(C(NC(NC1=O)=O)=O)OC1=CC=C(C=C1)OC1=CC=C(C=C1)C1=CC(=NN1)C1=CC(=CC=C1)F (5-(2-Methoxy-ethyl)-5-{4-[4-(3-(3-fluorophenyl)-1H-pyrazol-5-yl)-phenoxy]-phenoxy}-pyrimidine-2,4,6-trione), BrC1(C(NC(NC1=O)=O)=O)CCOCC (5-bromo-5-(2-ethoxyethyl)-pyrimidine-2,4,6-trione). The product is C(C)OCCC1(C(NC(NC1=O)=O)=O)OC1=CC=C(C=C1)OC1=CC=C(C=C1)C1=CC(=NN1)C1=CC(=CC=C1)F (5-(2-Ethoxy-ethyl)-5-{4-[4-(3-(3-fluorophenyl)-1H-pyrazol-5-yl)-phenoxy]-phenoxy}-pyrimidine-2,4,6-trione). Reaction SMILES: [CH3:1][O:2][CH2:3][CH2:4][C:5]1([O:14][C:15]2[CH:20]=[CH:19][C:18]([O:21][C:22]3[CH:27]=[CH:26][C:25]([C:28]4[NH:32][N:31]=[C:30]([C:33]5[CH:38]=[CH:37][CH:36]=[C:35]([F:39])[CH:34]=5)[CH:29]=4)=[CH:24][CH:23]=3)=[CH:17][CH:16]=2)[C:10](=[O:11])[NH:9][C:8](=[O:12])[NH:7][C:6]1=[O:13].Br[C:41]1(CCOCC)C(=O)NC(=O)NC1=O>>[CH2:1]([O:2][CH2:3][CH2:4][C:5]1([O:14][C:15]2[CH:20]=[CH:19][C:18]([O:21][C:22]3[CH:23]=[CH:24][C:25]([C:28]4[NH:32][N:31]=[C:30]([C:33]5[CH:38]=[CH:37][CH:36]=[C:35]([F:39])[CH:34]=5)[CH:29]=4)=[CH:26][CH:27]=3)=[CH:17][CH:16]=2)[C:6](=[O:13])[NH:7][C:8](=[O:12])[NH:9][C:10]1=[O:11])[CH3:41]. Reported procedure: By the same procedure as Example 1, Part C, 4-{4-[1-(3-fluorophenyl)-1H-pyrazol-3-yl]-phenoxy}phenol (from Example 71, Part C) and 5-bromo-5-(2-ethoxyethyl)-pyrimidine-2,4,6-trione (from Preparation 3B) were converted to the title compound. MS m/z: ESI+ 545.1 (M+H)+, ESI− 543.3 (M−H)−. Starting materials: CCOC(=O)CCl, CC(=O)[O-], CCO, Cc1ccc(N)cc1, [Cl-], Cl, O=N[O-], [Na+], [Na+], O, Cc1ccc([N+]#N)cc1. Product: CCOC(=O)C(Cl)=NNc1ccc(C)cc1. RXN SMILES: [CH2:24]([CH3:25])[O:26][C:27]([CH2:28][Cl:29])=[O:30].[CH3:32][C:33](=[O:34])[O-:35].[CH3:36][CH2:37][OH:38].[CH3:5][c:6]1[cH:7][cH:8][c:9]([NH2:10])[cH:11][cH:12]1.[Cl-:14].[ClH:13].[N:1]([O-:2])=[O:3].[Na+:31].[Na+:4].[OH2:39].[c:15]1([CH3:23])[cH:16][cH:17][c:18]([N+:21]#[N:22])[cH:19][cH:20]1>>[c:15]1([CH3:23])[cH:16][cH:17][c:18]([NH:21][N:22]=[C:28]([C:27]([O:26][CH2:24][CH3:25])=[O:30])[Cl:29])[cH:19][cH:20]1. Starting materials: ClC1=NC=C(C(=N1)Cl)F (2,4-dichloro-5-fluoropyrimidine), C(C)OC=1C=C(N)C=CC1 (3-ethoxyaniline). Yields the product C(C)OC=1C=C(C=CC1)NC1=NC=C(C(=N1)NC1=CC(=CC=C1)OCC)F (N2,N4-bis(3-ethoxyphenyl)-5-fluoro-2,4-pyrimidinediamine). Reaction SMILES: Cl[C:2]1[N:7]=[C:6](Cl)[C:5]([F:9])=[CH:4][N:3]=1.[CH2:10]([O:12][C:13]1[CH:14]=[C:15]([CH:17]=[CH:18][CH:19]=1)[NH2:16])[CH3:11]>>[CH2:10]([O:12][C:13]1[CH:14]=[C:15]([NH:16][C:2]2[N:7]=[C:6]([NH:16][C:15]3[CH:17]=[CH:18][CH:19]=[C:13]([O:12][CH2:10][CH3:11])[CH:14]=3)[C:5]([F:9])=[CH:4][N:3]=2)[CH:17]=[CH:18][CH:19]=1)[CH3:11]. Reported procedure: In like manner to the preparation of N2,N4-bis(3-hydroxyphenyl)-5-fluoro-2,4-pyrimidinediamine, 2,4-dichloro-5-fluoropyrimidine and 3-ethoxyaniline were reacted to yield N2,N4-bis(3-ethoxyphenyl)-5-fluoro-2,4-pyrimidinediamine. 1H NMR (CD3OD): δ 7.96 (1H, d, J=4.8 Hz), 7.22 (m, 6H), 7.07 (t, 1H, J=1.8 Hz), 6.95 (dt, 1H, J=1.2 and 7.2 Hz), 6.77 (m, 2H), 3.88 (q, 4H, J=6.3 Hz), 1.33 (two t, 6H, J=6.3 Hz); 19F NMR (CDCl3): −46175; LCMS: ret. time: 26.86 min.; purity: 97%; MS (m/e): 369 (MH+). Starting materials: CNC (dimethylamine), CN(C(SC)=NC1=CC=CC=C1)N1C(C2=CC=CC=C2C1=O)=O (2-(1,2-dimethyl-3-phenylisothioureido)-1H-isoindole-1,3-(2H)-dione). Run in C(C)O (ethanol). Product: CN(C(=NC1=CC=CC=C1)N(N1C(C=2C(C1=O)=CC=CC2)=O)C)C (1,1,3-Trimethyl-3-phthalimido-2-phenylguanidine). Reaction SMILES: [CH3:1][NH:2][CH3:3].[CH3:4][N:5]([N:16]1[C:24](=[O:25])[C:23]2[C:18](=[CH:19][CH:20]=[CH:21][CH:22]=2)[C:17]1=[O:26])[C:6](=[N:9][C:10]1[CH:15]=[CH:14][CH:13]=[CH:12][CH:11]=1)SC>C(O)C>[CH3:1][N:2]([CH3:3])[C:6]([N:5]([CH3:4])[N:16]1[C:24](=[O:25])[C:23]2=[CH:22][CH:21]=[CH:20][CH:19]=[C:18]2[C:17]1=[O:26])=[N:9][C:10]1[CH:15]=[CH:14][CH:13]=[CH:12][CH:11]=1. Reported procedure: To a saturated solution of anhydrous dimethylamine in 80 ml. of ethanol was added 4.53 g. (0.01 mol) of 2-(1,2-dimethyl-3-phenylisothioureido)-1H-isoindole-1,3-(2H)-dione, and the resulting solution was heated to 50° C. for 30 minutes. Evaporation and treatment with heptane gave 3.5 g. of crystalline product, m.p. 146°-8° C.